Dataset: the Open Reaction Database (ORD), a public repository of structured organic reaction records. Task: describe an organic reaction: reactants, conditions, products, and yield The yield is 82.0%. Run at temperature 90 celsius. The product is FC1=C(C=CC(=C1)SC)NC1=C2C=NNC2=CC=C1C(=O)O (4-(2-Fluoro-4-methylsulfanyl-phenylamino)-1H-indazole-5-carboxylic acid). Starting materials: FC1=C(C(=C(C(=O)O)C=C1)NC1=C(C=C(C=C1)SC)F)C=O (4-fluoro-2-(2-fluoro-4-methylsulfanyl-phenylamino)-3-formyl-benzoic acid), O.NN (hydrazine hydrate). Reaction SMILES: F[C:2]1[CH:10]=[CH:9][C:5]([C:6]([OH:8])=[O:7])=[C:4]([NH:11][C:12]2[CH:17]=[CH:16][C:15]([S:18][CH3:19])=[CH:14][C:13]=2[F:20])[C:3]=1[CH:21]=O.O.[NH2:24][NH2:25]>COCCOC>[F:20][C:13]1[CH:14]=[C:15]([S:18][CH3:19])[CH:16]=[CH:17][C:12]=1[NH:11][C:4]1[C:5]([C:6]([OH:8])=[O:7])=[CH:9][CH:10]=[C:2]2[C:3]=1[CH:21]=[N:24][NH:25]2 |f:1.2|. Run in COCCOC (DME). Procedure: To a suspension of 4-fluoro-2-(2-fluoro-4-methylsulfanyl-phenylamino)-3-formyl-benzoic acid (105 mg, 0.32 mmol) in DME (5 mL) was added hydrazine hydrate (5 mL) and the reaction mixture heated at 90° C. for 18 hours. The volatile solvent was removed in vacuo and the residue acidified with concentrated HCl whilst applying cooling. The resultant precipitate was collected by filtration and washed with water to give the title compound as a tan solid (85 mg, 82%). LCMS (Method B) RT 3.12 [M+H]+ 318. Reactants: N1N=CC(=C1)N (1H-pyrazol-4-amine), NH4HCO3 Water, C1(=CC=CC=C1)COC1=C(C(=O)O)C=C(C=C1)C1=CC=NC=C1 (2-[(phenylmethyl)oxy]-5-(4-pyridinyl)benzoic acid), C(CCl)Cl (EDC), C=1C=CC2=C(C1)N=NN2O (HOBT). The solvent is CC#N (CH3CN), O (water), CN(C=O)C (dimethylformamide). Conditions: time 8 hour. The product is C1(=CC=CC=C1)COC1=C(C(=O)NC=2C=NNC2)C=C(C=C1)C1=CC=NC=C1 (2-[(Phenylmethyl)oxy]-N-1H-pyrazol-4-yl-5-(4-pyridinyl)benzamide). Reaction SMILES: [NH:1]1[CH:5]=[C:4]([NH2:6])[CH:3]=[N:2]1.[C:7]1([CH2:13][O:14][C:15]2[CH:23]=[CH:22][C:21]([C:24]3[CH:29]=[CH:28][N:27]=[CH:26][CH:25]=3)=[CH:20][C:16]=2[C:17](O)=[O:18])[CH:12]=[CH:11][CH:10]=[CH:9][CH:8]=1.C(Cl)CCl.C1C=CC2N(O)N=NC=2C=1>CN(C)C=O.CC#N.O>[C:7]1([CH2:13][O:14][C:15]2[CH:23]=[CH:22][C:21]([C:24]3[CH:25]=[CH:26][N:27]=[CH:28][CH:29]=3)=[CH:20][C:16]=2[C:17]([NH:6][C:4]2[CH:5]=[N:1][NH:2][CH:3]=2)=[O:18])[CH:8]=[CH:9][CH:10]=[CH:11][CH:12]=1. Procedure details: Neat 1H-pyrazol-4-amine (49.0 mg, 0.59 mmol) was added in one charge to a stirred solution of 2-[(phenylmethyl)oxy]-5-(4-pyridinyl)benzoic acid (may be prepared as described in Description 79; 150 mg, 0.49 mmol), EDC (283 mg, 1.47 mmol) and HOBT (226 mg, 1.47 mmol) in dimethylformamide (4 ml) in air at room temperature. The reaction mixture was stirred at room temperature overnight. 30 ml water was added, and the mixture was extracted with ethyl acetate (70 ml×2). The organic layers were combine... Starting materials: ClC=1C=C(C=2C=NN(C2C1)C(C)C)C(=O)OC (Methyl 6-chloro-1-(1-methylethyl)-1H-indazole-4-carboxylate), [OH-].[Na+] (NaOH). Solvent: CO (methanol), C1CCOC1 (THF). Run at time 3 hour. Yields the product ClC=1C=C(C=2C=NN(C2C1)C(C)C)C(=O)O (6-chloro-1-(1-methylethyl)-1H-indazole-4-carboxylic acid). Reaction SMILES: [Cl:1][C:2]1[CH:3]=[C:4]([C:14]([O:16]C)=[O:15])[C:5]2[CH:6]=[N:7][N:8]([CH:11]([CH3:13])[CH3:12])[C:9]=2[CH:10]=1.[OH-].[Na+]>CO.C1COCC1>[Cl:1][C:2]1[CH:3]=[C:4]([C:14]([OH:16])=[O:15])[C:5]2[CH:6]=[N:7][N:8]([CH:11]([CH3:12])[CH3:13])[C:9]=2[CH:10]=1 |f:1.2|. Procedure: Methyl 6-chloro-1-(1-methylethyl)-1H-indazole-4-carboxylate (0.22 g, 0.871 mmol) was dissolved in methanol (6 mL) and THF (1 mL), followed by addition of NaOH (1.451 mL, 4.35 mmol) via syringe. The contents were stirred at RT for 3 h. The volatiles were removed in vacuo, the contents diluted with water, and then slowly acidified to pH 4-5 by addition of 1M HCl (solid precipitation occurred). The contents were then extracted with EtOAc (3×). The combined organic layers were washed with brine, dri... Reactants: ClC1=CC=C(C=N1)C(C)(C)NC(C)=O (N-(2-(6-chloropyridin-3-yl)propan-2-yl)acetamide), ClC1=CC=C(C=N1)C(C)(C)NC(C)=O (N-(2-(6-chloropyridin-3-yl)propan-2-yl)acetamide), [Na+].[I-] (NaI), Cl (HCl), solid. Solvent: CC#N (MeCN). Product: IC1=CC=C(C=N1)C(C)(C)NC(C)=O (N-(2-(6-iodopyridin-3-yl)propan-2-yl)acetamide). As a reaction SMILES: Cl[C:2]1[N:7]=[CH:6][C:5]([C:8]([NH:11][C:12](=[O:14])[CH3:13])([CH3:10])[CH3:9])=[CH:4][CH:3]=1.[Na+].[I-:16].Cl>CC#N>[I:16][C:2]1[N:7]=[CH:6][C:5]([C:8]([NH:11][C:12](=[O:14])[CH3:13])([CH3:10])[CH3:9])=[CH:4][CH:3]=1 |f:1.2|. Procedure details: To a solution of N-(2-(6-chloropyridin-3-yl)propan-2-yl)acetamide, 33-c, (25 g, 0.12 mol) in MeCN (400 ml) was added NaI (353 g, 2.35 mol) and concentrated HCl (48 ml, 0.59 mol). The reaction mixture was then refluxed for 60 hours. Product conversion was monitored by LC-MS. The reaction mixture was filtered and the cake was washed with MeCN. The filtrate was concentrated under vacuo and the residue was diluted with ethyl acetate, washed with saturated aqueous Na2S203 and brine, dried and concent... Reactants: C(C)(C)(C)OC(=O)N[C@@H](CC1=C(C=C(C=C1C)O)C)C(=O)N[C@H](C)C(=O)NC[C@H](CC1=CC=CC=C1)NC(=O)OCC1=CC=CC=C1 (N-(tert-butoxycarbonyl)-2,6-dimethyl-L-tyrosyl-N-[(2S)-2-{[(benzyloxy)carbonyl]amino}-3-phenylpropyl]-D-alaninamide), C(=O)[O-].[NH4+] (ammonium formate). The reagents and catalysts are [OH-].[Pd+2].[OH-] (palladium hydroxide). Solvent: CO (methanol). Run at temperature 60 celsius. Product: C(C)(C)(C)OC(=O)N[C@@H](CC1=C(C=C(C=C1C)O)C)C(=O)N[C@H](C)C(=O)NC[C@H](CC1=CC=CC=C1)N (N-(tert-butoxycarbonyl)-2,6-dimethyl-L-tyrosyl-N-[(2S)-2-amino-3-phenylpropyl]-D-alaninamide). Yield: 95.0%. RXN SMILES: [C:1]([O:5][C:6]([NH:8][C@H:9]([C:20]([NH:22][C@@H:23]([C:25]([NH:27][CH2:28][C@@H:29]([NH:37]C(OCC1C=CC=CC=1)=O)[CH2:30][C:31]1[CH:36]=[CH:35][CH:34]=[CH:33][CH:32]=1)=[O:26])[CH3:24])=[O:21])[CH2:10][C:11]1[C:16]([CH3:17])=[CH:15][C:14]([OH:18])=[CH:13][C:12]=1[CH3:19])=[O:7])([CH3:4])([CH3:3])[CH3:2].C([O-])=O.[NH4+]>CO.[OH-].[Pd+2].[OH-]>[C:1]([O:5][C:6]([NH:8][C@H:9]([C:20]([NH:22][C@@H:23]([C:25]([NH:27][CH2:28][C@@H:29]([NH2:37])[CH2:30][C:31]1[CH:36]=[CH:35][CH:34]=[CH:33][CH:32]=1)=[O:26])[CH3:24])=[O:21])[CH2:10][C:11]1[C:16]([CH3:17])=[CH:15][C:14]([OH:18])=[CH:13][C:12]=1[CH3:19])=[O:7])([CH3:2])([CH3:3])[CH3:4] |f:1.2,4.5.6|. Procedure details: To a solution of N-(tert-butoxycarbonyl)-2,6-dimethyl-L-tyrosyl-N-[(2S)-2-{[(benzyloxy)carbonyl]amino}-3-phenylpropyl]-D-alaninamide (450 mg, 0.70 mmol) from preparation 2 in methanol (10 mL) was added palladium hydroxide (40 mg) and ammonium formate (231 mg, 3.48 mmol) at room temperature. The reaction was then heated at 60° C. for 3 hours, after this time the reaction was allowed to cool and then filtered through a pad of Arbocel. The filtrate was concentrated under reduced pressure, the resid...